From a dataset of the Open Reaction Database (ORD), a public repository of structured organic reaction records. describe an organic reaction: reactants, conditions, products, and yield Reactants: N#Cc1ccc(Sc2ccc(S(=O)(=O)O)s2)c(F)c1, CCOC(C)=O, O=C(Cl)C(=O)Cl, [K], CN(C)C=O. Yields the product N#Cc1ccc(Sc2ccc(S(N)(=O)=O)s2)c(F)c1. RXN SMILES: [C:2](#[N:3])[c:4]1[cH:5][c:6]([F:20])[c:7]([S:10][c:11]2[cH:12][cH:13][c:14]([S:16](=[O:17])(=[O:18])[OH:19])[s:15]2)[cH:8][cH:9]1.[CH3:32][CH2:33][O:34][C:35](=[O:36])[CH3:37].[Cl:21][C:22]([C:23]([Cl:24])=[O:25])=[O:26].[K:1].[O:27]=[CH:28][N:29]([CH3:30])[CH3:31]>>[C:2](#[N:3])[c:4]1[cH:5][c:6]([F:20])[c:7]([S:10][c:11]2[cH:12][cH:13][c:14]([S:16](=[O:17])(=[O:18])[NH2:29])[s:15]2)[cH:8][cH:9]1.